This data is from the Open Reaction Database (ORD), a public repository of structured organic reaction records. The task is: describe an organic reaction: reactants, conditions, products, and yield Reactants: C([O-])([O-])=O.[Na+].[Na+] (sodium carbonate), C1(=CC=C(C=C1)B(O)O)B(O)O (1,4-benzenediboronic acid), ClC1=NC=CC=N1 (2-chloropyrimidine), ClC1=NC=CC=C1S(=O)(=O)N(C1=NC=C(N=C1OC)C)C(=O)OCC(C)C (2-chloro-N-(isobutoxycarbonyl)-N-(3-methoxy-5-methylpyrazin-2-yl)pyridine-3-sulphonamide). Reagents/catalysts: C=1C=CC(=CC1)[P](C=2C=CC=CC2)(C=3C=CC=CC3)[Pd]([P](C=4C=CC=CC4)(C=5C=CC=CC5)C=6C=CC=CC6)([P](C=7C=CC=CC7)(C=8C=CC=CC8)C=9C=CC=CC9)[P](C=1C=CC=CC1)(C=1C=CC=CC1)C=1C=CC=CC1 (Tetrakis(triphenylphosphine)palladium). The solvent is O (water), C1(=CC=CC=C1)C (toluene), C(C)O (ethanol), O (Water). Yields the product C(C(C)C)OC(=O)N(S(=O)(=O)C=1C(=NC=CC1)C1=CC=C(C=C1)C1=NC=CC=N1)C1=NC=C(N=C1OC)C (N-isobutoxycarbonyl-N-(3-methoxy-5-methylpyrazin-2-yl)-2-(4-[pyrimidin-2-yl]phenyl)pyridine-3-sulphonamide). Isolated yield 17.9%. As a reaction SMILES: C(=O)([O-])[O-].[Na+].[Na+].[C:7]1(B(O)O)[CH:12]=[CH:11][C:10](B(O)O)=[CH:9][CH:8]=1.Cl[C:20]1[N:25]=[CH:24][CH:23]=[CH:22][N:21]=1.Cl[C:27]1[C:32]([S:33]([N:36]([C:46]([O:48][CH2:49][CH:50]([CH3:52])[CH3:51])=[O:47])[C:37]2[C:42]([O:43][CH3:44])=[N:41][C:40]([CH3:45])=[CH:39][N:38]=2)(=[O:35])=[O:34])=[CH:31][CH:30]=[CH:29][N:28]=1>O.C1C=CC([P]([Pd]([P](C2C=CC=CC=2)(C2C=CC=CC=2)C2C=CC=CC=2)([P](C2C=CC=CC=2)(C2C=CC=CC=2)C2C=CC=CC=2)[P](C2C=CC=CC=2)(C2C=CC=CC=2)C2C=CC=CC=2)(C2C=CC=CC=2)C2C=CC=CC=2)=CC=1.C1(C)C=CC=CC=1.C(O)C>[CH2:49]([O:48][C:46]([N:36]([C:37]1[C:42]([O:43][CH3:44])=[N:41][C:40]([CH3:45])=[CH:39][N:38]=1)[S:33]([C:32]1[C:27]([C:7]2[CH:12]=[CH:11][C:10]([C:20]3[N:25]=[CH:24][CH:23]=[CH:22][N:21]=3)=[CH:9][CH:8]=2)=[N:28][CH:29]=[CH:30][CH:31]=1)(=[O:35])=[O:34])=[O:47])[CH:50]([CH3:52])[CH3:51] |f:0.1.2,^1:57,59,78,97|. Procedure details: Tetrakis(triphenylphosphine)palladium (0) (60 mg) was added to a deoxygenated solution of sodium carbonate (233 mg), 1,4-benzenediboronic acid (165 mg), 2-chloropyrimidine (114.5 mg) and 2-chloro-N-(isobutoxycarbonyl)-N-(3-methoxy-5-methylpyrazin-2-yl)pyridine-3-sulphonamide (414 mg) in a mixture of water (1.6 ml), ethanol (4 ml) and toluene (8 ml). The mixture was stirred and heated under argon under reflux for 16 hours and then allowed to cool to ambient temperature. Water (15 ml) was added an... Starting materials: BrC=1C=C(CBr)C=CC1 (3-bromobenzyl bromide), C(CS)(=O)O (thioglycolic acid), [OH-].[K+] (potassium hydroxide). The solvent is C(C)O (ethanol), O (water). Yields the product BrC=1C=C(C=CC1)CCC(=S)O (3-bromophenylmethylthioacetic acid). Isolated yield 92.0%. Reaction SMILES: [Br:1][C:2]1[CH:3]=[C:4]([CH:7]=[CH:8][CH:9]=1)[CH2:5]Br.[C:10](O)(=O)[CH2:11][SH:12].[OH-:15].[K+]>C(O)C.O>[Br:1][C:2]1[CH:3]=[C:4]([CH2:5][CH2:10][C:11]([OH:15])=[S:12])[CH:7]=[CH:8][CH:9]=1 |f:2.3|. Reported procedure: To a solution of 3-bromobenzyl bromide (23.75 g, 90 mmol) and thioglycolic acid (11.42 g, 120 mmol) in ethanol (150 mL) was added potassium hydroxide (14.24 g, 250 mmol) in water (50 mL). The reaction was heated at reflux for 3.5 h, cooled and the ethanol was evaporated. The residue was quenched with water (100 mL) and the mixture was extracted with ether (50 mL). The aqueous layer was acidified to pH 1 with concentrated hydrochloric acid, extracted with ethyl acetate (2×100 mL) and the organic ... Starting materials: CCOC(=O)C=Cc1nc(C)ccc1OCC(=O)N1CC(C)N(Cc2ccc(F)cc2)CC1C, CCO, O=[Pt]. Product: CCOC(=O)CCc1nc(C)ccc1OCC(=O)N1CC(C)N(Cc2ccc(F)cc2)CC1C. RXN SMILES: [CH2:1]([CH3:2])[O:3][C:4]([CH:5]=[CH:6][c:7]1[n:8][c:9]([CH3:33])[cH:10][cH:11][c:12]1[O:13][CH2:14][C:15](=[O:16])[N:17]1[CH:18]([CH3:32])[CH2:19][N:20]([CH2:24][c:25]2[cH:26][cH:27][c:28]([F:31])[cH:29][cH:30]2)[CH:21]([CH3:23])[CH2:22]1)=[O:34].[CH3:35][CH2:36][OH:37].[Pt:38]=[O:39]>>[CH2:1]([CH3:2])[O:3][C:4]([CH2:5][CH2:6][c:7]1[n:8][c:9]([CH3:33])[cH:10][cH:11][c:12]1[O:13][CH2:14][C:15](=[O:16])[N:17]1[CH:18]([CH3:32])[CH2:19][N:20]([CH2:24][c:25]2[cH:26][cH:27][c:28]([F:31])[cH:29][cH:30]2)[CH:21]([CH3:23])[CH2:22]1)=[O:34]. Reactants: P(Cl)(Cl)(Cl)(Cl)Cl (Phosphorus pentachloride), C(C)OCCO (2-Ethoxyethanol), CN(C1=CC=CC=C1)C (N,N-Dimethylaniline), NC(CCCC(=O)NC1[C@@H]2N(C(=C(CS2)CSC2=NN=NN2CC=C)C(=O)[O-])C1=O)C(=O)O.[NH4+] (ammonium 7-(5-amino-5-carboxyvaleramido)-3-(1-allyl-1H-tetrazol-5-yl)thiomethyl-3-cephem-4-carboxylate), C[Si](C)(C)Cl (trimethylsilyl chloride). Solvent: O (Water), C(Cl)Cl (methylene chloride). Conditions: time 10 minute. The product is NC1[C@@H]2N(C(=C(CS2)CSC2=NN=NN2CC=C)C(=O)O)C1=O (7-amino-3-(1-allyl-1H-tetrazol-5-yl)thiomethyl-3-cephem-4-carboxylic acid). The yield is 59.5%. Reaction SMILES: CN(C)C1C=CC=CC=1.NC(C(O)=O)CCCC([NH:17][CH:18]1[C:38](=[O:39])[N:20]2[C:21]([C:35]([O-:37])=[O:36])=[C:22]([CH2:25][S:26][C:27]3[N:31]([CH2:32][CH:33]=[CH2:34])[N:30]=[N:29][N:28]=3)[CH2:23][S:24][C@H:19]12)=O.[NH4+].C[Si](Cl)(C)C.P(Cl)(Cl)(Cl)(Cl)Cl.C(OCCO)C>O.C(Cl)Cl>[NH2:17][CH:18]1[C:38](=[O:39])[N:20]2[C:21]([C:35]([OH:37])=[O:36])=[C:22]([CH2:25][S:26][C:27]3[N:31]([CH2:32][CH:33]=[CH2:34])[N:30]=[N:29][N:28]=3)[CH2:23][S:24][C@H:19]12 |f:1.2|. Procedure: N,N-Dimethylaniline (18.2 ml) was added to a mixture of ammonium 7-(5-amino-5-carboxyvaleramido)-3-(1-allyl-1H-tetrazol-5-yl)thiomethyl-3-cephem-4-carboxylate (10.0 g), trimethylsilyl chloride (20.9 ml) and methylene chloride (75 ml), and the mixture was stirred under reflux for 2.5 hours. Phosphorus pentachloride (5.83 g) was added thereto at -30° to -35° C. and the mixture was stirred for 2 hours at the same temperature. 2-Ethoxyethanol (38 ml) was added dropwise thereto at the same temperatur... Starting materials: CC=1OC2=C(C=CC=C2C(C1)=O)C=O (2-methyl-4-oxo-4H-chromene-8-carbaldehyde), N\C(=C/C(=O)OCC)\C (ethyl 3-aminocrotonate), FC(C(CC(C)=O)=O)(F)F (1,1,1-trifluoro-2,4-pentanedione), C(C)(=O)O (acetic acid). The solvent is CC(C)O (2-propanol). Yields the product C(C)(=O)C=1C(C(=C(NC1C(F)(F)F)C)C(=O)OCC)C=1C=CC=C2C(C=C(OC12)C)=O (Ethyl 5-acetyl-2-methyl-4-(2-methyl-4-oxo-4H-chromen-8-yl)-6-(trifluoromethyl)-1,4-dihydropyridine-3-carboxylate). As a reaction SMILES: [CH3:1][C:2]1[O:3][C:4]2[C:9]([C:10](=[O:12])[CH:11]=1)=[CH:8][CH:7]=[CH:6][C:5]=2[CH:13]=O.[NH2:15]/[C:16](/[CH3:23])=[CH:17]\[C:18]([O:20][CH2:21][CH3:22])=[O:19].[F:24][C:25]([F:33])([F:32])[C:26](=O)[CH2:27][C:28](=[O:30])[CH3:29].C(O)(=O)C>CC(O)C>[C:28]([C:27]1[CH:13]([C:5]2[CH:6]=[CH:7][CH:8]=[C:9]3[C:4]=2[O:3][C:2]([CH3:1])=[CH:11][C:10]3=[O:12])[C:17]([C:18]([O:20][CH2:21][CH3:22])=[O:19])=[C:16]([CH3:23])[NH:15][C:26]=1[C:25]([F:33])([F:32])[F:24])(=[O:30])[CH3:29]. Reported procedure: A solution of 2.1 g (11.16 mmol) of 2-methyl-4-oxo-4H-chromene-8-carbaldehyde in 60 ml of 2-propanol is mixed with 1.44 g (11.16 mmol) of ethyl 3-aminocrotonate, 17.2 g (111.6 mmol) of 1,1,1-trifluoro-2,4-pentanedione and 0.96 ml (16.74 mmol) of acetic acid and stirred under reflux for 12 h. After cooling, the reaction mixture is concentrated and the residue is taken up in 30 ml of acetic acid and again stirred under reflux for 12 h. After cooling, the reaction mixture is concentrated, and the r... Reactants: C(=O)([O-])[O-].[Na+].[Na+] (Na2CO3), OC1N(C(C=2C=C3C(=CC12)CCN(CC3)C(=O)OC(C)(C)C)=O)C(C)C (1,1-dimethylethyl 1-hydroxy-2-(1-methylethyl)-3-oxo-2,3,5,6,8,9-hexahydroazepino[4,5-f]isoindole-7(1H)-carboxylate), C(C)[SiH](CC)CC (triethylsilane), C(=O)(C(F)(F)F)O (TFA). Run in C(Cl)Cl (DCM). Conditions: time 1 hour. The product is CC(C)N1CC=2C=C3C(=CC2C1)CCNCC3 (2-(1-methylethyl)-3,5,6,7,8,9-hexahydroazepino[4,5-f]isoindol). Isolated yield 93.9%. Reaction SMILES: O[CH:2]1[C:10]2[CH:9]=[C:8]3[CH2:11][CH2:12][N:13](C(OC(C)(C)C)=O)[CH2:14][CH2:15][C:7]3=[CH:6][C:5]=2[C:4](=O)[N:3]1[CH:24]([CH3:26])[CH3:25].C([SiH](CC)CC)C.C(O)(C(F)(F)F)=O.C([O-])([O-])=O.[Na+].[Na+]>C(Cl)Cl>[CH3:26][CH:24]([N:3]1[CH2:4][C:5]2[CH:6]=[C:7]3[CH2:15][CH2:14][NH:13][CH2:12][CH2:11][C:8]3=[CH:9][C:10]=2[CH2:2]1)[CH3:25] |f:3.4.5|. Procedure: To a solution of 1,1-dimethylethyl 1-hydroxy-2-(1-methylethyl)-3-oxo-2,3,5,6,8,9-hexahydroazepino[4,5-f]isoindole-7(1H)-carboxylate (1.0 g) and triethylsilane (0.95 ml) in DCM (20 ml), at 0° C., TFA (10 ml) was added dropwise and the mixture stirred for 1 h. the mixture was neutralized with 2M aqueous Na2CO3 and washed with ether discarding the organic layer. Then the aqueous layer was made basic with NaOH and extracted with DCM. The organic solution was washed with brine, dried over Na2SO4 and ...